Dataset: the Open Reaction Database (ORD), a public repository of structured organic reaction records. Task: describe an organic reaction: reactants, conditions, products, and yield Starting materials: OC1=CC=C(C=C1)C1=CC=C(C(=O)O)C=C1 (4-(4′-hydroxyphenyl)benzoic acid), CI (methyliodide), C([O-])([O-])=O.[Na+].[Na+] (sodium carbonate), CN(C=O)C (N,N-dimethylformamide). Product: COC1=CC=C(C=C1)C1=CC=C(C(=O)OC)C=C1 (methyl 4-(4′-methoxyphenyl)benzoate). As a reaction SMILES: [OH:1][C:2]1[CH:7]=[CH:6][C:5]([C:8]2[CH:16]=[CH:15][C:11]([C:12](O)=[O:13])=[CH:10][CH:9]=2)=[CH:4][CH:3]=1.CI.[C:19](=O)([O-])[O-].[Na+].[Na+].CN(C)[CH:27]=[O:28]>>[CH3:19][O:1][C:2]1[CH:7]=[CH:6][C:5]([C:8]2[CH:16]=[CH:15][C:11]([C:12]([O:28][CH3:27])=[O:13])=[CH:10][CH:9]=2)=[CH:4][CH:3]=1 |f:2.3.4|. Procedure details: A solution of 4-(4′-hydroxyphenyl)benzoic acid (4.98 g), methyliodide (5 ml), and sodium carbonate (7.19 g) in N,N-dimethylformamide (50 ml) was stirred for 17 hours at room temperature. The reaction mixture was partitioned between ethyl acetate and water. The aqueous layer was extracted with ethyl acetate. The combined organic layer was washed with water and brine. After dried over magnesium sulfate, the solution was evaporated in vacuo. The residue was triturated with n-hexane to afford methyl...